This data is from the Open Reaction Database (ORD), a public repository of structured organic reaction records. The task is: describe an organic reaction: reactants, conditions, products, and yield The reactants are CC1=C(C(=O)Cl)C(=CC(=C1)C)C (2,4,6-trimethylbenzoyl chloride), COP1OC2=C(C3=C1C=CC=C3)C=CC=C2 (6-methoxy-(6H)-dibenz[c,e][1,2]-oxaphosphorin), CCl (methyl chloride). The solvent is C1(=CC=CC=C1)C (toluene). Run at temperature 105 celsius. Yields the product CC1=C(C(=O)P2(OC3=C(C4=C2C=CC=C4)C=CC=C3)=O)C(=CC(=C1)C)C (6-(2,4,6-Trimethylbenzoyl)-(6H)-dibenz[c,e][1,2]oxaphosphorin 6-oxide). RXN SMILES: [CH3:1][C:2]1[CH:10]=[C:9]([CH3:11])[CH:8]=[C:7]([CH3:12])[C:3]=1[C:4](Cl)=[O:5].C[O:14][P:15]1[C:20]2[CH:21]=[CH:22][CH:23]=[CH:24][C:19]=2[C:18]2[CH:25]=[CH:26][CH:27]=[CH:28][C:17]=2[O:16]1.CCl>C1(C)C=CC=CC=1>[CH3:1][C:2]1[CH:10]=[C:9]([CH3:11])[CH:8]=[C:7]([CH3:12])[C:3]=1[C:4]([P:15]1(=[O:14])[C:20]2[CH:21]=[CH:22][CH:23]=[CH:24][C:19]=2[C:18]2[CH:25]=[CH:26][CH:27]=[CH:28][C:17]=2[O:16]1)=[O:5]. Procedure details: 18.25 g (0.1 mol) of 2,4,6-trimethylbenzoyl chloride were warmed to 85° C. under a nitrogen atmosphere 23 g (0.1 mol) of 6-methoxy-(6H)-dibenz[c,e][1,2]-oxaphosphorin were added dropwise while stirring. The temperature was slowly increased to 105° C. It was kept at this temperature until evolution of methyl chloride could no longer be detected. When the reaction was complete, toluene was added. After crystallization, 27 g (75% of theory) of the abovementioned compound of melting point 109° C. we...